Dataset: the Open Reaction Database (ORD), a public repository of structured organic reaction records. Task: describe an organic reaction: reactants, conditions, products, and yield The reactants are COC1=CC=C(C=C1)C(=CCC(=O)OC)C(=O)C1=CC=C(C=C1)OC (methyl 4,5-bis(4-methoxyphenyl)-5-oxo-3-pentenoate), Cl.NO (hydroxylamine hydrochloride), [Na] (sodium). The solvent is CO (methanol), O (water). Yields the product ON=C(C(=CCC(=O)OC)C1=CC=C(C=C1)OC)C1=CC=C(C=C1)OC (methyl 5-hydroxyimino-4,5-bis(4-methoxyphenyl)-3-pentenoate). Isolated yield 90.0%. RXN SMILES: [CH3:1][O:2][C:3]1[CH:8]=[CH:7][C:6]([C:9]([C:16]([C:18]2[CH:23]=[CH:22][C:21]([O:24][CH3:25])=[CH:20][CH:19]=2)=O)=[CH:10][CH2:11][C:12]([O:14][CH3:15])=[O:13])=[CH:5][CH:4]=1.Cl.[NH2:27][OH:28].[Na]>CO.O>[OH:28][N:27]=[C:16]([C:18]1[CH:23]=[CH:22][C:21]([O:24][CH3:25])=[CH:20][CH:19]=1)[C:9]([C:6]1[CH:7]=[CH:8][C:3]([O:2][CH3:1])=[CH:4][CH:5]=1)=[CH:10][CH2:11][C:12]([O:14][CH3:15])=[O:13] |f:1.2,^1:28|. Procedure details: A 24.5 g quantity of methyl 4,5-bis(4-methoxyphenyl)-5-oxo-3-pentenoate obtained in Example 1 and 51.5 g of hydroxylamine hydrochloride was refluxed with heating in a mixture of 650 ml of methanol and 72 ml of water for 23 hours. With the progress of reaction at this time, 0.9 equivalent weight of sodium hydrogentarbonate was added in divided portions to the reaction system. On completion of the reaction, the methanol was distilled off at a reduced pressure. The residue was dissolved with water ... The reactants are OCC1=C(COC=2C=3N(C=CC2)C(=C(N3)C)CC#C)C(=CC=C1)CO (8-[2,6-bis(hydroxymethyl)benzyloxy]-2-methyl-3-(2-propynyl)imidazo[1,2-a]pyridine), Cl (hydrochloric acid). Solvent: CO (methanol). The product is Cl.OCC1=C(COC=2C=3N(C=CC2)C(=C(N3)C)CC#C)C(=CC=C1)CO (8-[2,6-bis(hydroxymethyl)benzyloxy]-2-methyl-3-(2-propynyl)imidazo[1,2-a]pyridine hydrochloride). RXN SMILES: [OH:1][CH2:2][C:3]1[CH:23]=[CH:22][CH:21]=[C:20]([CH2:24][OH:25])[C:4]=1[CH2:5][O:6][C:7]1[C:8]2[N:9]([C:13]([CH2:17][C:18]#[CH:19])=[C:14]([CH3:16])[N:15]=2)[CH:10]=[CH:11][CH:12]=1.[ClH:26]>CO>[ClH:26].[OH:25][CH2:24][C:20]1[CH:21]=[CH:22][CH:23]=[C:3]([CH2:2][OH:1])[C:4]=1[CH2:5][O:6][C:7]1[C:8]2[N:9]([C:13]([CH2:17][C:18]#[CH:19])=[C:14]([CH3:16])[N:15]=2)[CH:10]=[CH:11][CH:12]=1 |f:3.4|. Procedure details: To a suspension of 8-[2,6-bis(hydroxymethyl)benzyloxy]-2-methyl-3-(2-propynyl)imidazo[1,2-a]pyridine (4.9 g) in methanol (80 ml) was added 1 N hydrochloric acid (15 ml) at room temperature. The obtained clear solution was concentrated under reduced pressure and the residue was recrystallized from a mixture of acetone (100 ml) and water (8 ml) to give 8-[2,6-bis(hydroxymethyl)benzyloxy]-2-methyl-3-(2-propynyl)imidazo[1,2-a]pyridine hydrochloride (4.44g) Reactants: 2-L, C(C)(C)(C)OC(=O)N[C@H](C(=O)OC)CCC(C#C[Si](C)(C)C)=O (Methyl (2S)-2-[(tert-butoxycarbonyl)amino]-5-oxo-7-(trimethylsilyl)hept-6-ynoate), C(C)(=O)O[BH-](OC(C)=O)OC(C)=O.[Na+] (sodium triacetoxyborohydride), C(C)(=O)OC(C)C (isopropyl acetate), FC(C(=O)O)(F)F (Trifluoroacetic acid), Heptanes. Reaction conditions: temperature -10 celsius. The product is C(C)(C)(C)OC(=O)N1[C@H](C(=O)O)CC[C@@H]1C#CC ((5R)-1-(tert-butoxycarbonyl)-5-prop-1-ynyl-L-proline). Reaction SMILES: [C:1](O[BH-](OC(=O)C)OC(=O)C)(=O)C.[Na+].C(OC(C)C)(=O)C.[C:22]([O:26][C:27]([NH:29][C@@H:30]([CH2:35][CH2:36][C:37](=O)[C:38]#[C:39][Si](C)(C)C)[C:31]([O:33]C)=[O:32])=[O:28])([CH3:25])([CH3:24])[CH3:23].FC(F)(F)C(O)=O>>[C:22]([O:26][C:27]([N:29]1[C@@H:37]([C:38]#[C:39][CH3:1])[CH2:36][CH2:35][C@H:30]1[C:31]([OH:33])=[O:32])=[O:28])([CH3:25])([CH3:24])[CH3:23] |f:0.1|. Reported procedure: A 2-L, 3-neck jacketed round-bottomed flask equipped with an overhead mechanical stirrer, N2-inlet, temperature probe and addition funnel was charged with sodium triacetoxyborohydride (93.0 g, 0.44 mol), isopropyl acetate (100 g) and an isopropyl acetate solution obtained from Example 1 (27.8 wt %, 410 g, 0.33 mol). The resulting mixture was chilled to −10° C. (internal temperature). Trifluoroacetic acid (170 g, 1.5 mol) was added dropwise by addition funnel over a 2-hour period. The internal te... The reactants are C1CCOC1, COC(=O)c1ccc2c(c1)OCCc1cc(C(=O)N(C)c3ccc(C(=O)N(C)C)cc3Cl)sc1-2, [Li+], [OH-], O, O. Product: CN(C)C(=O)c1ccc(N(C)C(=O)c2cc3c(s2)-c2ccc(C(=O)O)cc2OCC3)c(Cl)c1. RXN SMILES: [CH2:38]1[O:39][CH2:40][CH2:41][CH2:42]1.[Cl:1][c:2]1[c:3]([N:13]([C:14](=[O:15])[c:16]2[cH:17][c:18]3[c:19]([s:33]2)-[c:20]2[c:21]([cH:25][c:26]([C:29](=[O:30])[O:31][CH3:32])[cH:27][cH:28]2)[O:22][CH2:23][CH2:24]3)[CH3:34])[cH:4][cH:5][c:6]([C:8]([N:9]([CH3:10])[CH3:11])=[O:12])[cH:7]1.[Li+:36].[OH-:35].[OH2:37].[OH2:43]>>[Cl:1][c:2]1[c:3]([N:13]([C:14](=[O:15])[c:16]2[cH:17][c:18]3[c:19]([s:33]2)-[c:20]2[c:21]([cH:25][c:26]([C:29](=[O:30])[OH:31])[cH:27][cH:28]2)[O:22][CH2:23][CH2:24]3)[CH3:34])[cH:4][cH:5][c:6]([C:8]([N:9]([CH3:10])[CH3:11])=[O:12])[cH:7]1. Starting materials: N(=NC(=O)OC(C)C)C(=O)OC(C)C (diisopropyl azodicarboxylate), C(C)(C)(C)OC(N[C@@H]1CC[C@@H](CC1)O)=O (tert-Butyl(cis-4-hydroxycyclohexyl)carbamate), C1(=CC=CC=C1)O (phenol), C1(=CC=CC=C1)P(C1=CC=CC=C1)C1=CC=CC=C1 (triphenylphosphine). The solvent is O1CCCC1 (tetrahydrofuran). Reaction conditions: time 63 hour. Yields the product C(C)(C)(C)OC(N[C@@H]1CC[C@H](CC1)OC1=CC=CC=C1)=O (tert-Butyl(trans-4-phenoxycyclohexyl)carbamate). Yield: 66.5%. RXN SMILES: [C:1]([O:5][C:6](=[O:15])[NH:7][C@H:8]1[CH2:13][CH2:12][C@@H:11]([OH:14])[CH2:10][CH2:9]1)([CH3:4])([CH3:3])[CH3:2].[C:16]1(O)[CH:21]=[CH:20][CH:19]=[CH:18][CH:17]=1.C1(P(C2C=CC=CC=2)C2C=CC=CC=2)C=CC=CC=1.N(C(OC(C)C)=O)=NC(OC(C)C)=O>O1CCCC1>[C:1]([O:5][C:6](=[O:15])[NH:7][C@H:8]1[CH2:9][CH2:10][C@H:11]([O:14][C:16]2[CH:21]=[CH:20][CH:19]=[CH:18][CH:17]=2)[CH2:12][CH2:13]1)([CH3:4])([CH3:2])[CH3:3]. Procedure: tert-Butyl(cis-4-hydroxycyclohexyl)carbamate (2.00 g), phenol (1.14 g), and triphenylphosphine (3.17 g) were dissolved in tetrahydrofuran (40.0 mL). Then, to the solution, diisopropyl azodicarboxylate (6.49 mL) was added dropwise at room temperature, and the mixture was stirred at room temperature for 63 hours. The reaction solution was concentrated and then purified by silica gel column chromatography (eluting solvent: hexane-hexane/ethyl acetate-90/10) to obtain the title compound (1.80 g). The reactants are CC1=C(C(=O)Cl)C=C(C(=C1)Cl)S(=O)(=O)C (2-methyl-4-chloro-5-methylsulfonylbenzoyl chloride), NC(=N)N (guanidine), C1(=CC=CC=C1)S (thiophenol), NC(=NC(C1=C(C=C(C(=C1)S(=O)(=O)C)Cl)C)=O)N (N-diaminomethylene-2-methyl-4-chloro-5-methylsulfonylbenzamide). Run in C(C)N(CC)CC (triethylamine), O (water). The product is NC(=NC(C1=C(C=C(C(=C1)S(=O)(=O)C)SC1=C(C=CC=C1)C)C)=O)N (N-Diaminomethylene-2-methyl-4-(2-methylphenylthio)-5-methylsulfonylbenzamide). Reaction SMILES: [NH2:1][C:2]([NH2:18])=[N:3][C:4](=[O:17])[C:5]1[CH:10]=[C:9]([S:11]([CH3:14])(=[O:13])=[O:12])[C:8](Cl)=[CH:7][C:6]=1[CH3:16].C[C:20]1[CH:28]=[C:27](Cl)[C:26]([S:30](C)(=O)=O)=[CH:25][C:21]=1C(Cl)=O.N[C:35](N)=N.C1(S)C=CC=CC=1>O.C(N(CC)CC)C>[NH2:1][C:2]([NH2:18])=[N:3][C:4](=[O:17])[C:5]1[CH:10]=[C:9]([S:11]([CH3:14])(=[O:13])=[O:12])[C:8]([S:30][C:26]2[CH:25]=[CH:21][CH:20]=[CH:28][C:27]=2[CH3:35])=[CH:7][C:6]=1[CH3:16]. Procedure: A suspension of 1 g of N-diaminomethylene-2-methyl-4-chloro-5-methylsulfonylbenzamide [obtainableby reaction of 2-methyl-4-chloro-5-methylsulfonylbenzoyl chloride with guanidine in the presence of triethylamine], 7 ml of thiophenol and 6 g ofK2CO3 is heated at 180° for 90 min. It is dissolved in water and extracted with ethyl acetate, and the extract is evaporated. N-Diaminomethylene-2-methyl-4-(2-methylphenylthio)-5-methylsulfonylbenzamide is obtained, from which, after treatment with 1.5 g of ... The reactants are B, CSC, C=Cc1ccc(N)cc1C(F)(F)F, [Na], C1CCOC1, [OH], OO. Yields the product Nc1ccc(CCO)c(C(F)(F)F)c1. RXN SMILES: [BH3:17].[CH3:14][S:15][CH3:16].[F:1][C:2]([c:3]1[cH:4][c:5]([NH2:6])[cH:7][cH:8][c:9]1[CH:10]=[CH2:11])([F:12])[F:13].[Na:18].[O:22]1[CH2:23][CH2:24][CH2:25][CH2:26]1.[OH:19].[OH:20][OH:21]>>[F:1][C:2]([c:3]1[cH:4][c:5]([NH2:6])[cH:7][cH:8][c:9]1[CH2:10][CH2:11][OH:20])([F:12])[F:13]. Reactants: [BH3-]C#N, C1CCOC1, CCOC(=O)Cc1c(Cl)ccc2cc(C=O)ccc12, CNC, CC(=O)O, CO, [Na+]. The product is CCOC(=O)Cc1c(Cl)ccc2cc(CN(C)C)ccc12. RXN SMILES: [C:23]([BH3-:24])#[N:25].[CH2:31]1[O:32][CH2:33][CH2:34][CH2:35]1.[CH2:4]([CH3:5])[O:6][C:7]([CH2:8][c:9]1[c:10]([Cl:21])[cH:11][cH:12][c:13]2[cH:14][c:15]([CH:19]=[O:20])[cH:16][cH:17][c:18]12)=[O:22].[CH3:1][NH:2][CH3:3].[CH3:27][C:28](=[O:29])[OH:30].[CH3:36][OH:37].[Na+:26]>>[CH3:1][N:2]([CH3:3])[CH2:19][c:15]1[cH:14][c:13]2[cH:12][cH:11][c:10]([Cl:21])[c:9]([CH2:8][C:7]([O:6][CH2:4][CH3:5])=[O:22])[c:18]2[cH:17][cH:16]1. Starting materials: ClC1=CC(=C(C=C1OC(C)C)NC(N1N(CCCC1)C(=O)OCC)=S)F (ethyl 2-(4-chloro-2-fluoro-5-(-methylethoxy)phenylaminothioxometyl)-3,4,5,6-tetrahydro1(2H)pyridazinecarboxylate). Run in [OH-].[K+] (potassium hydroxide). Product: ClC1=CC(=C(C=C1OC(C)C)NC(N1NCCCC1)=S)F (2-(4-chloro-2-fluoro-5-(1-methylethoxy)phenylaminothioxomethyl)-3,4,5,6-tetrahydro-(1H,2H)-pyridazine). The yield is 45.6%. As a reaction SMILES: [Cl:1][C:2]1[C:7]([O:8][CH:9]([CH3:11])[CH3:10])=[CH:6][C:5]([NH:12][C:13](=[S:25])[N:14]2[CH2:19][CH2:18][CH2:17][CH2:16][N:15]2C(OCC)=O)=[C:4]([F:26])[CH:3]=1>[OH-].[K+]>[Cl:1][C:2]1[C:7]([O:8][CH:9]([CH3:10])[CH3:11])=[CH:6][C:5]([NH:12][C:13](=[S:25])[N:14]2[CH2:19][CH2:18][CH2:17][CH2:16][NH:15]2)=[C:4]([F:26])[CH:3]=1 |f:1.2|. Procedure: A solution of ethyl 2-(4-chloro-2-fluoro-5-(-methylethoxy)phenylaminothioxometyl)-3,4,5,6-tetrahydro1(2H)pyridazinecarboxylate (0.8 g) in a 5% ethanolic potassium hydroxide solution (10 ml) was heated under reflux for 3 hours. After being allowed to cool to room temperature, ethanol was removed under reduced pressure. The residue was dissolved in ether, washed with water, dried over anhydrous magnesium sulfate and concentrated to give 0.3 g of 2-(4-chloro-2-fluoro-5-(1-methylethoxy)phenylaminoth... The reactants are O=C(Cl)Cc1ccc(F)cc1, CN1CCC(NCc2ccc(F)cc2)CC1. Yields the product CN1CCC(N(Cc2ccc(F)cc2)C(=O)Cc2ccc(F)cc2)CC1. Reaction SMILES: [F:17][c:18]1[cH:19][cH:20][c:21]([CH2:24][C:25](=[O:26])[Cl:27])[cH:22][cH:23]1.[F:1][c:2]1[cH:3][cH:4][c:5]([CH2:6][NH:7][CH:8]2[CH2:9][CH2:10][N:11]([CH3:14])[CH2:12][CH2:13]2)[cH:15][cH:16]1>>[F:1][c:2]1[cH:3][cH:4][c:5]([CH2:6][N:7]([CH:8]2[CH2:9][CH2:10][N:11]([CH3:14])[CH2:12][CH2:13]2)[C:25]([CH2:24][c:21]2[cH:20][cH:19][c:18]([F:17])[cH:23][cH:22]2)=[O:26])[cH:15][cH:16]1.